Task: describe an organic reaction: reactants, conditions, products, and yield. Dataset: the Open Reaction Database (ORD), a public repository of structured organic reaction records Reactants: CC=1C=NC=2C(CCCC2C1)C(=O)N (3-methyl-5,6,7,8-tetrahydroquinoline-8-carboxamide), S (H2S), P12(=S)SP3(=S)SP(=S)(S1)SP(=S)(S2)S3 (P2S5), S (H2S). Solvent: N1=CC=CC=C1 (pyridine). Run at temperature 0 celsius. Yields the product CC=1C=NC=2C(CCCC2C1)C(N)=S (3-Methyl-5,6,7,8-tetrahydroquinoline-8-thiocarboxamide). The yield is 180.7%. Reaction SMILES: [CH3:1][C:2]1[CH:3]=[N:4][C:5]2[CH:6]([C:12]([NH2:14])=O)[CH2:7][CH2:8][CH2:9][C:10]=2[CH:11]=1.S.P12(SP3(SP(SP(S3)(S1)=S)(=S)S2)=S)=[S:17]>N1C=CC=CC=1>[CH3:1][C:2]1[CH:3]=[N:4][C:5]2[CH:6]([C:12](=[S:17])[NH2:14])[CH2:7][CH2:8][CH2:9][C:10]=2[CH:11]=1. Reported procedure: A solution of 3-methyl-5,6,7,8-tetrahydroquinoline-8-carboxamide (27.9 g. 0.14 m) in dry pyridine (300 ml.), saturated with H2S gas, was treated with P2S5 (26 g., 0.14 m) and heated at reflux for 45 min. whilst maintaining a slow stream of H2S gas. The reaction mixture was evaporated to dryness in vacuo and cooled to 0° C, made alkaline with 10% sodium hydroxide and the solution extracted with chloroform (3 × 100 ml.). The combined extracts were washed with brine, dried and evaporated in vacuo. ... The reactants are FC(C(CC(=O)OCC)=O)(F)F (ethyl 4,4,4-trifluoroacetoacetate), N1=CC=CC=C1 (pyridine), Cl.C(C)(C)(C)NN (tert-Butyl hydrazine hydrochloride), [OH-].[K+] (potassium hydroxide), FC(C(=O)C(C(=O)OCC)=C(C(F)F)N(C)C)(F)F (ethyl 2-(2,2,2-trifluoroacetyl)-3-(dimethylamino)-4,4-difluorobut-2-enoate), B(F)(F)F.CCOCC (BF3.OEt2), CN(C)C(C(F)F)(F)F (TFEDMA). Solvent: C(C)#N (acetonitrile), ClCCl (dichloromethane), CO (methanol), ClCCl (dichloromethane). Conditions: time 15 minute. Product: C(C)OC(=O)C=1C(=NN(C1C(F)(F)F)C(C)(C)C)C(F)F (N-tert-Butyl-3-difluoromethyl-5-trifluoromethyl-4-pyrazolecarboxylic acid ethyl ester). Isolated yield 53.0%. Reaction SMILES: B(F)(F)F.CCOCC.CN(C(F)(F)C(F)F)C.FC(F)(F)C(=O)CC(OCC)=O.N1C=CC=CC=1.Cl.[C:38]([NH:42][NH2:43])([CH3:41])([CH3:40])[CH3:39].[OH-].[K+].[F:46][C:47]([F:64])([F:63])[C:48]([C:50](=[C:56](N(C)C)[CH:57]([F:59])[F:58])[C:51]([O:53][CH2:54][CH3:55])=[O:52])=O>ClCCl.C(#N)C.CO>[CH2:54]([O:53][C:51]([C:50]1[C:56]([CH:57]([F:58])[F:59])=[N:43][N:42]([C:38]([CH3:41])([CH3:40])[CH3:39])[C:48]=1[C:47]([F:64])([F:63])[F:46])=[O:52])[CH3:55] |f:0.1,5.6,7.8|. Procedure: BF3.OEt2 (2.7 ml, 22.0 mmol) was added to a solution of TFEDMA (2.5 ml, 22.0 mmol) in dry dichloromethane (20 ml) under argon in a Teflon flask. The solution was stirred at room temperature for 15 min, before the dichloromethane was removed under reduced pressure. The residue was then taken up in dry acetonitrile (20 ml). In a second Teflon flask, ethyl 4,4,4-trifluoroacetoacetate (2.8 ml, 20.0 mmol) was added to a solution of pyridine (7.1 g, 90.0 mmol) in dry acetonitrile (40 ml) and the mixtu... Reactants: O1COC2=C1C=CC(=C2)C=2C(=NN(C2N(S(=O)(=O)C2=CC=CC=C2)S(=O)(=O)C2=CC=CC=C2)C)OCCOC2=NC=C(C=N2)Cl (N-(4-(1,3-benzodioxol-5-yl)-3-{2-[(5-chloro-2-pyrimidinyl)oxy]ethoxy}-1-methyl-1H-pyrazol-5-yl)-N-(phenylsulfonyl)benzene sulfonamide), [Na] (sodium). The solvent is CO (methanol). The product is O1COC2=C1C=CC(=C2)C=2C(=NN(C2NS(=O)(=O)C2=CC=CC=C2)C)OCCOC2=NC=C(C=N2)Cl (N-(4-(1,3-benzodioxol-5-yl)-3-{2-[(5-chloro-2-pyrimidinyl)oxy]ethoxy}-1-methyl-1H-pyrazol-5-yl)benzenesulfonamide). Yield: 54.8%. As a reaction SMILES: [O:1]1[C:5]2[CH:6]=[CH:7][C:8]([C:10]3[C:11]([O:35][CH2:36][CH2:37][O:38][C:39]4[N:44]=[CH:43][C:42]([Cl:45])=[CH:41][N:40]=4)=[N:12][N:13]([CH3:34])[C:14]=3[N:15](S(C3C=CC=CC=3)(=O)=O)[S:16]([C:19]3[CH:24]=[CH:23][CH:22]=[CH:21][CH:20]=3)(=[O:18])=[O:17])=[CH:9][C:4]=2[O:3][CH2:2]1.[Na]>CO>[O:1]1[C:5]2[CH:6]=[CH:7][C:8]([C:10]3[C:11]([O:35][CH2:36][CH2:37][O:38][C:39]4[N:44]=[CH:43][C:42]([Cl:45])=[CH:41][N:40]=4)=[N:12][N:13]([CH3:34])[C:14]=3[NH:15][S:16]([C:19]3[CH:20]=[CH:21][CH:22]=[CH:23][CH:24]=3)(=[O:18])=[O:17])=[CH:9][C:4]=2[O:3][CH2:2]1 |^1:45|. Procedure: To a solution of N-(4-(1,3-benzodioxol-5-yl)-3-{2-[(5-chloro-2-pyrimidinyl)oxy]ethoxy}-1-methyl-1H-pyrazol-5-yl)-N-(phenylsulfonyl)benzene sulfonamide (Example 47) (60 mg) in methanol (4 ml), at room temperature, was added an aqueous solution of sodium hydroxyde (1M, 510□l). After three hours the reaction was quenched by the addition of an aqueous saturated solution of ammonium chloride (5 ml) and extracted with ethyl acetate (3×5 ml). The combined organic fractions were washed with brine (10 ml...